Dataset: the Open Reaction Database (ORD), a public repository of structured organic reaction records. Task: describe an organic reaction: reactants, conditions, products, and yield Reactants: O=[N+]([O-])c1cccc(CBr)c1F, CCOC(=O)CC(C)=O, C1CCOC1, Cl, [H-], [Na+]. Yields the product CCOC(=O)C(Cc1cccc([N+](=O)[O-])c1F)C(C)=O. RXN SMILES: [Br:12][CH2:13][c:14]1[c:15]([F:23])[c:16]([N+:20](=[O:21])[O-:22])[cH:17][cH:18][cH:19]1.[C:1]([CH2:2][C:3](=[O:4])[CH3:5])(=[O:6])[O:7][CH2:8][CH3:9].[CH2:25]1[O:26][CH2:27][CH2:28][CH2:29]1.[ClH:24].[H-:10].[Na+:11]>>[C:1]([CH:2]([C:3](=[O:4])[CH3:5])[CH2:13][c:14]1[c:15]([F:23])[c:16]([N+:20](=[O:21])[O-:22])[cH:17][cH:18][cH:19]1)(=[O:6])[O:7][CH2:8][CH3:9]. Yields the product C(C)OC(C=C(C=CC=C(CC)C1=C(C(=CC(=C1)C(C)C)C(C)C)OCCC)C)=O (7-(3,5-Diisopropyl-2-propoxy-phenyl)-3-methyl-nona-2, 4,6-trienoic acid ethyl ester). Reported procedure: To a solution of 4-(diethoxy-phosphoryl)-3-methyl-but-2-enoic acid ethyl ester (10.6 mL, 43.6 mmol) in 1,3-dimethyl-3,4,5,6-tetrahydro-2(1H)-pyrimidinone (DMPU, 20 mL) and THF (80 mL) at −78° C. was added n-BuLi dropwise (1.6 M in hexanes, 27.2 mL, 43.6 mmol). After 10 min, 3-(3,5-diisopropyl-2-propoxy-phenyl)-pent-2-enal (Intermediate 6, 8.77 g, 29.0 mmol) in THF (15 mL and 5 mL rinse) was added slowly to the reaction. The mixture was stirred at −78° C. for 2h, was quenched with saturated NH4Cl... Yield: 95.3%. RXN SMILES: [CH2:1]([O:3][C:4](=[O:17])[CH:5]=[C:6]([CH3:16])[CH2:7]P(OCC)(OCC)=O)[CH3:2].[Li]CCCC.[CH:23]([C:26]1[C:27]([O:41][CH2:42][CH2:43][CH3:44])=[C:28]([C:35]([CH2:39][CH3:40])=[CH:36][CH:37]=O)[CH:29]=[C:30]([CH:32]([CH3:34])[CH3:33])[CH:31]=1)([CH3:25])[CH3:24]>CN1CCCN(C)C1=O.C1COCC1>[CH2:1]([O:3][C:4](=[O:17])[CH:5]=[C:6]([CH3:16])[CH:7]=[CH:37][CH:36]=[C:35]([C:28]1[CH:29]=[C:30]([CH:32]([CH3:33])[CH3:34])[CH:31]=[C:26]([CH:23]([CH3:25])[CH3:24])[C:27]=1[O:41][CH2:42][CH2:43][CH3:44])[CH2:39][CH3:40])[CH3:2]. Reaction conditions: time 10 minute. The reactants are C(C)(C)C=1C(=C(C=C(C1)C(C)C)C(=CC=O)CC)OCCC (3-(3,5-diisopropyl-2-propoxy-phenyl)-pent-2-enal), C(C)(C)C=1C(=C(C=C(C1)C(C)C)C(=CC=O)CC)OCCC (3-(3,5-diisopropyl-2-propoxy-phenyl)-pent-2-enal), 2h, C(C)OC(C=C(CP(=O)(OCC)OCC)C)=O (4-(diethoxy-phosphoryl)-3-methyl-but-2-enoic acid ethyl ester), [Li]CCCC (n-BuLi). Run in C1CCOC1 (THF), CN1C(N(CCC1)C)=O (1,3-dimethyl-3,4,5,6-tetrahydro-2(1H)-pyrimidinone), C1CCOC1 (THF), hexanes. Starting materials: BrC1=C(N=C(S1)C1CCNCC1)CCC1=CC=CC=C1 (4-[5-Bromo-4-(2-phenylethyl)-1,3-thiazol-2-yl]piperidine), CC1=CC(=NN1CC(=O)O)C(F)(F)F ([5-methyl-3-(trifluoromethyl)-1H-pyrazol-1-yl]acetic acid). Product: BrC1=C(N=C(S1)C1CCN(CC1)C(CN1N=C(C=C1C)C(F)(F)F)=O)CCC1=CC=CC=C1 (1-{4-[5-Bromo-4-(2-phenylethyl)-1,3-thiazol-2-yl]piperidin-1-yl}-2-[5-methyl-3-(trifluoromethyl)-1H-pyrazol-1-yl]ethanone). As a reaction SMILES: [Br:1][C:2]1[S:6][C:5]([CH:7]2[CH2:12][CH2:11][NH:10][CH2:9][CH2:8]2)=[N:4][C:3]=1[CH2:13][CH2:14][C:15]1[CH:20]=[CH:19][CH:18]=[CH:17][CH:16]=1.[CH3:21][C:22]1[N:26]([CH2:27][C:28](O)=[O:29])[N:25]=[C:24]([C:31]([F:34])([F:33])[F:32])[CH:23]=1>>[Br:1][C:2]1[S:6][C:5]([CH:7]2[CH2:12][CH2:11][N:10]([C:28](=[O:29])[CH2:27][N:26]3[C:22]([CH3:21])=[CH:23][C:24]([C:31]([F:34])([F:33])[F:32])=[N:25]3)[CH2:9][CH2:8]2)=[N:4][C:3]=1[CH2:13][CH2:14][C:15]1[CH:16]=[CH:17][CH:18]=[CH:19][CH:20]=1. Procedure details: 4-[5-Bromo-4-(2-phenylethyl)-1,3-thiazol-2-yl]piperidine (II-3, 127 mg) is reacted analogously to Example I-81 with [5-methyl-3-(trifluoromethyl)-1H-pyrazol-1-yl]acetic acid (118 mg). After chromatographic purification, this gives 1-{4-[5-bromo-4-(2-phenylethyl)-1,3-thiazol-2-yl]piperidin-1-yl}-2-[5-methyl-3-(trifluoromethyl)-1H-pyrazol-1-yl]ethanone (52 mg). Starting materials: N#Cc1cnc2cc(Br)ccc2c1Cl, CCOC(C)O, Cl, [Na+], [Na+], O=C([O-])[O-], Nc1ccc(Oc2ccccc2)cc1, c1ccncc1. Yields the product N#Cc1cnc2cc(Br)ccc2c1Nc1ccc(Oc2ccccc2)cc1. As a reaction SMILES: [Br:15][c:16]1[cH:17][cH:18][c:19]2[c:20]([Cl:28])[c:21]([C:26]#[N:27])[cH:22][n:23][c:24]2[cH:25]1.[CH2:42]([O:43][CH:44]([OH:45])[CH3:46])[CH3:47].[ClH:29].[Na+:36].[Na+:37].[O-:38][C:39](=[O:40])[O-:41].[O:1]([c:2]1[cH:3][cH:4][cH:5][cH:6][cH:7]1)[c:8]1[cH:9][cH:10][c:11]([NH2:12])[cH:13][cH:14]1.[n:30]1[cH:31][cH:32][cH:33][cH:34][cH:35]1>>[O:1]([c:2]1[cH:3][cH:4][cH:5][cH:6][cH:7]1)[c:8]1[cH:9][cH:10][c:11]([NH:12][c:20]2[c:19]3[cH:18][cH:17][c:16]([Br:15])[cH:25][c:24]3[n:23][cH:22][c:21]2[C:26]#[N:27])[cH:13][cH:14]1. The reactants are O1CCCC1 (tetrahydrofuran), Polymers 27. Solvent: CO (methanol), C(C(=O)O)(=O)O (oxalic acid). Yields the product Polymers 35, OC=CC1=CC=CC=C1 (hydroxystyrene). Reaction SMILES: [O:1]1[CH2:5][CH2:4][CH2:3][CH2:2]1>CO.C(O)(=O)C(O)=O>[OH:1][CH:5]=[CH:4][C:3]1[CH:5]=[CH:4][CH:3]=[CH:2][CH:2]=1. Procedure details: Each Polymers 27 to 34 obtained by the above-mentioned prescription was dissolved in a mixed solvent of methanol and tetrahydrofuran, and oxalic acid was added thereto to perform a deprotection reaction at 40° C. Usual reprecipitation purification was performed after a neutralization treatment with pyridine to obtain Polymers 35 to 41 and 51 having a hydroxystyrene unit. Reactants: CCOP(=O)(CC#N)OCC, C1CCOC1, COc1ccc2c(c1)C(=O)CC2, [H-], [Na+], O. Product: COc1ccc2c(c1)C(=CC#N)CC2. As a reaction SMILES: [C:3](#[N:4])[CH2:5][P:6](=[O:7])([O:8][CH2:9][CH3:10])[O:11][CH2:12][CH3:13].[CH2:27]1[O:28][CH2:29][CH2:30][CH2:31]1.[CH3:14][O:15][c:16]1[cH:17][cH:18][c:19]2[c:23]([cH:24]1)[C:22](=[O:25])[CH2:21][CH2:20]2.[H-:1].[Na+:2].[OH2:26]>>[C:3](#[N:4])[CH:5]=[C:22]1[CH2:21][CH2:20][c:19]2[cH:18][cH:17][c:16]([O:15][CH3:14])[cH:24][c:23]21. Reactants: COC(=N)NC(=O)OC, CCOC(C)=O, O=S(=O)(Cl)NC1CCCCC1, c1ccncc1. The product is COC(=O)NC(=NS(=O)(=O)NC1CCCCC1)OC. Reaction SMILES: [C:18](=[O:19])([O:20][CH3:21])[NH:22][C:23]([O:24][CH3:25])=[NH:26].[CH3:27][CH2:28][O:29][C:30](=[O:31])[CH3:32].[CH:1]1([NH:7][S:8](=[O:9])(=[O:10])[Cl:11])[CH2:2][CH2:3][CH2:4][CH2:5][CH2:6]1.[cH:12]1[cH:13][cH:14][n:15][cH:16][cH:17]1>>[CH:1]1([NH:7][S:8](=[O:9])(=[O:10])[N:26]=[C:23]([NH:22][C:18](=[O:19])[O:20][CH3:21])[O:24][CH3:25])[CH2:2][CH2:3][CH2:4][CH2:5][CH2:6]1. Reactants: COc1nccc(C(=O)O)c1NC(=O)OC(C)(C)C, O=C(O)C(F)(F)F. The product is COc1nccc(C(=O)O)c1N. RXN SMILES: [C:1]([O:2][C:3](=[O:4])[NH:8][c:9]1[c:10]([C:11](=[O:12])[OH:13])[cH:14][cH:15][n:16][c:17]1[O:18][CH3:19])([CH3:5])([CH3:6])[CH3:7].[OH:20][C:21]([C:22]([F:23])([F:24])[F:25])=[O:26]>>[NH2:8][c:9]1[c:10]([C:11](=[O:12])[OH:13])[cH:14][cH:15][n:16][c:17]1[O:18][CH3:19].